Dataset: the Open Reaction Database (ORD), a public repository of structured organic reaction records. Task: describe an organic reaction: reactants, conditions, products, and yield Reactants: CCOC(C)=O, COC(=O)CCc1ccc(C#Cc2cccc(O)c2)cc1. Yields the product O=C(O)CCc1ccc(C#Cc2cccc(O)c2)cc1. Reaction SMILES: [CH3:22][CH2:23][O:24][C:25]([CH3:26])=[O:27].[OH:1][c:2]1[cH:3][c:4]([C:8]#[C:9][c:10]2[cH:11][cH:12][c:13]([CH2:16][CH2:17][C:18](=[O:19])[O:20][CH3:21])[cH:14][cH:15]2)[cH:5][cH:6][cH:7]1>>[OH:1][c:2]1[cH:3][c:4]([C:8]#[C:9][c:10]2[cH:11][cH:12][c:13]([CH2:16][CH2:17][C:18](=[O:19])[OH:20])[cH:14][cH:15]2)[cH:5][cH:6][cH:7]1. Starting materials: FC1=CC=C(CCN)C=C1 (4-fluorophenethylamine), C(#N)CC(=O)OCC (ethyl cyanoacetate). Conditions: temperature 100 celsius. The product is C(#N)CC(=O)NCCC1=CC=C(C=C1)F (2-cyano-N-[2-(4-fluorophenyl)-ethyl]-acetamide). As a reaction SMILES: [F:1][C:2]1[CH:10]=[CH:9][C:5]([CH2:6][CH2:7][NH2:8])=[CH:4][CH:3]=1.[C:11]([CH2:13][C:14](OCC)=[O:15])#[N:12]>>[C:11]([CH2:13][C:14]([NH:8][CH2:7][CH2:6][C:5]1[CH:9]=[CH:10][C:2]([F:1])=[CH:3][CH:4]=1)=[O:15])#[N:12]. Reported procedure: A mixture of 4-fluorophenethylamine (10.6 g, 76.2 mmol) and ethyl cyanoacetate (8.09 mL, 76.2 mmol) was heated in an open flask at 100° C. for 18 hours. The mixture was cooled and the resulting solid was triturated with ethanol, filtered and dried. Recrystallization from ethanol provided off-white crystals (8.2 g, 52%). 1H NMR (300 MHz, CDCl3) δ7.17 (m, 2H), 7.03 (t, J=9 Hz, 2H), 6.26 (bs, 1H), 3.54 (q, J=7 Hz, 2H), 3.35 (s, 2H), 2.84 (t, J=7 Hz, 2H). Mass spec (ES−) m/z 205.2 (M−H−, 100%). Starting materials: CO, O=C(OCc1ccccc1)N1CCC(O)C(NC(=O)C(F)(F)F)CC1. Product: O=C(NC1CCNCCC1O)C(F)(F)F. RXN SMILES: [CH3:26][OH:27].[OH:1][CH:2]1[CH2:3][CH2:4][N:5]([C:16]([O:17][CH2:18][c:19]2[cH:20][cH:21][cH:22][cH:23][cH:24]2)=[O:25])[CH2:6][CH2:7][CH:8]1[NH:9][C:10]([C:11]([F:12])([F:13])[F:14])=[O:15]>>[OH:1][CH:2]1[CH2:3][CH2:4][NH:5][CH2:6][CH2:7][CH:8]1[NH:9][C:10]([C:11]([F:12])([F:13])[F:14])=[O:15].